Task: describe an organic reaction: reactants, conditions, products, and yield. Dataset: the Open Reaction Database (ORD), a public repository of structured organic reaction records Reactants: CC(C)C(=O)Nc1c[nH]c2ncc(Br)c(F)c12, CCCCO, CN(C(=O)OC(C)(C)C)C1CCCNC1, O. Product: CC(C)C(=O)Nc1c[nH]c2ncc(Br)c(N3CCCC(N(C)C(=O)OC(C)(C)C)C3)c12. Reaction SMILES: [Br:16][c:17]1[c:18]([F:32])[c:19]2[c:20]([n:21][cH:22]1)[nH:23][cH:24][c:25]2[NH:26][C:27]([CH:28]([CH3:29])[CH3:30])=[O:31].[CH2:33]([OH:34])[CH2:35][CH2:36][CH3:37].[CH3:1][N:2]([C:3]([O:4][C:5]([CH3:6])([CH3:7])[CH3:8])=[O:9])[CH:10]1[CH2:11][NH:12][CH2:13][CH2:14][CH2:15]1.[OH2:38]>>[CH3:1][N:2]([C:3]([O:4][C:5]([CH3:6])([CH3:7])[CH3:8])=[O:9])[CH:10]1[CH2:11][N:12]([c:18]2[c:17]([Br:16])[cH:22][n:21][c:20]3[c:19]2[c:25]([NH:26][C:27]([CH:28]([CH3:29])[CH3:30])=[O:31])[cH:24][nH:23]3)[CH2:13][CH2:14][CH2:15]1.